From a dataset of the Open Reaction Database (ORD), a public repository of structured organic reaction records. describe an organic reaction: reactants, conditions, products, and yield Reported procedure: (R)-2-(((6-(cyclopent-1-en-1-yl)-3-fluoropyridin-2-yl)methyl)amino)-3-methylbutan-1-ol was prepared according to Example 199, substituting 2-cyclopentenyl-4,4,5,5-tetramethyl-1,3,2-dioxaborolane for bicyclo[2.2.1]hept-2-en-2-ylboronic acid. (R)-2-(((6-(cyclopent-1-en-1-yl)-3-fluoropyridin-2-yl)methyl)amino)-3-methylbutan-1-ol was subjected to hydrogenation (H2 atmosphere, Pd/C catalyst) to provide the title compound. MS (ESI+) m/z 281 (M+H)+. Reagents/catalysts: [Pd] (Pd/C). Product: C1(=CCCC1)C1=CC=C(C(=N1)CN[C@@H](CO)C(C)C)F ((R)-2-(((6-(cyclopent-1-en-1-yl)-3-fluoropyridin-2-yl)methyl)amino)-3-methylbutan-1-ol), C1(CCCC1)C1=CC=C(C(=N1)CN[C@@H](CO)C(C)C)F ((2R)-2-{[(6-cyclopentyl-3-fluoropyridin-2-yl)methyl]amino}-3-methylbutan-1-ol). The reactants are C12C(=CC(CC1)C2)B(O)O (bicyclo[2.2.1]hept-2-en-2-ylboronic acid), C1(=CCCC1)C1=CC=C(C(=N1)CN[C@@H](CO)C(C)C)F ((R)-2-(((6-(cyclopent-1-en-1-yl)-3-fluoropyridin-2-yl)methyl)amino)-3-methylbutan-1-ol). RXN SMILES: C12CC(CC1)C=C2B(O)O.[C:11]1([C:16]2[N:21]=[C:20]([CH2:22][NH:23][C@H:24]([CH:27]([CH3:29])[CH3:28])[CH2:25][OH:26])[C:19]([F:30])=[CH:18][CH:17]=2)[CH2:15][CH2:14][CH2:13][CH:12]=1>[Pd]>[C:11]1([C:16]2[N:21]=[C:20]([CH2:22][NH:23][C@H:24]([CH:27]([CH3:28])[CH3:29])[CH2:25][OH:26])[C:19]([F:30])=[CH:18][CH:17]=2)[CH2:15][CH2:14][CH2:13][CH:12]=1.[CH:11]1([C:16]2[N:21]=[C:20]([CH2:22][NH:23][C@H:24]([CH:27]([CH3:28])[CH3:29])[CH2:25][OH:26])[C:19]([F:30])=[CH:18][CH:17]=2)[CH2:12][CH2:13][CH2:14][CH2:15]1. Reaction conditions: temperature 45 celsius, time 6 hour. Reaction SMILES: [Cl:1][C:2]1[CH:3]=[C:4]([CH2:8][C:9]([C:11]2[CH:16]=[CH:15][C:14]([Cl:17])=[CH:13][CH:12]=2)=[O:10])[CH:5]=[CH:6][CH:7]=1.[C:18]([O:23][CH3:24])(=[O:22])[C:19]([CH3:21])=[CH2:20].CC(C)([O-])C.[K+].O.C(O)(=O)CC(CC(O)=O)(C(O)=O)O.C(OC(C)C)(=O)C.[Cl-].[Na+]>C1COCC1.O>[Cl:1][C:2]1[CH:3]=[C:4]([CH:8]([C:9]([C:11]2[CH:12]=[CH:13][C:14]([Cl:17])=[CH:15][CH:16]=2)=[O:10])[CH2:20][CH:19]([CH3:21])[C:18]([O:23][CH3:24])=[O:22])[CH:5]=[CH:6][CH:7]=1 |f:2.3,4.5,7.8|. Solvent: O (water), C1CCOC1 (THF). The product is ClC=1C=C(C=CC1)C(CC(C(=O)OC)C)C(=O)C1=CC=C(C=C1)Cl (methyl 4-(3-chlorophenyl)-5-(4-chlorophenyl)-2-methyl-5-oxopentanoate). Starting materials: C(C)(=O)OC(C)C (Isopropyl acetate), [Cl-].[Na+] (sodium chloride), O.C(CC(O)(C(=O)O)CC(=O)O)(=O)O (citric acid monohydrate), ClC=1C=C(C=CC1)CC(=O)C1=CC=C(C=C1)Cl (2-(3-Chlorophenyl)-1-(4-chlorophenyl)ethanone), CC(C)([O-])C.[K+] (potassium tert-butoxide), C(C(=C)C)(=O)OC (Methyl methacrylate). Reported procedure: A solution of 2-(3-chlorophenyl)-1-(4-chlorophenyl)ethanone (Step A) (67.4 Kg, 255 mol) in THF (325 L) was dried azeotropically to achieve a water content by Karl Fisher of 0.05 wt %. Methyl methacrylate (25.8 Kg, 257 mol) was added to the solution and the mixture was heated to 45° C. A solution of potassium tert-butoxide (20 wt % in THF, 14.3 Kg, 25 mol) was added over the course of 30 minutes and the mixture was agitated for 6 h. The mixture was cooled to 10° C. and an aqueous solution of citr... Reactants: [OH-].[Na+] (sodium hydroxide), ClC=1C=C2C(C(NC2=C(C1)Cl)=O)=O (5,7-dichloro-2,3-indolinedione), C(C)(=O)OCC(=O)C1=C(C=CC=C1)C1=CC=CC=C1 (acetoxyacetylbiphenyl), C(C)O (ethanol). Solvent: O (water), O (water). The product is ClC=1C=C2C(=C(C(=NC2=C(C1)Cl)C1=CC=C(C=C1)C1=CC=CC=C1)O)C(=O)O (6,8-Dichloro-3-hydroxy-2-[1,1'-biphenyl]-4-yl-4-quinolinecarboxylic acid). Reaction SMILES: [Cl:1][C:2]1[CH:3]=[C:4]2[C:8](=[C:9]([Cl:11])[CH:10]=1)[NH:7][C:6](=O)[C:5]2=[O:13].[OH-:14].[Na+].C(OCC([C:23]1[CH:28]=[CH:27][CH:26]=[CH:25][C:24]=1[C:29]1[CH:34]=[CH:33][CH:32]=[CH:31][CH:30]=1)=O)(=O)C.[CH2:35]([OH:37])[CH3:36]>O>[Cl:1][C:2]1[CH:3]=[C:4]2[C:8](=[C:9]([Cl:11])[CH:10]=1)[N:7]=[C:6]([C:32]1[CH:33]=[CH:34][C:29]([C:24]3[CH:25]=[CH:26][CH:27]=[CH:28][CH:23]=3)=[CH:30][CH:31]=1)[C:5]([OH:13])=[C:36]2[C:35]([OH:14])=[O:37] |f:1.2|. Procedure: A suspension of 21 g of 5,7-dichloro-2,3-indolinedione in 120 ml of water was treated with a sufficient amount of a solution of 16.6 g of sodium hydroxide in 55 ml of water to provide solution. A warm solution of 25.4 g of acetoxyacetylbiphenyl in 350 ml of ethanol was added, followed by the balance of the alkali solution. The mixture was refluxed for 2.5 hours. During the last 1/2 hour 50 ml of ethanol was distilled off. A 300 ml portion of water was added, the mixture was stirred, cooled and f... Starting materials: FC1=C(C=CC(=C1)B1OC(C(O1)(C)C)(C)C)C=1N=CC(=NC1)N (5-(2-fluoro-4-(4,4,5,5-tetramethyl-1,3,2-dioxaborolan-2-yl)phenyl)-pyrazin-2-amine), BrC1=C(C(=O)NC(C)(C)C)C=CC=C1 (2-bromo-N-(tert-butyl)benzamide). Yields the product NC=1N=CC(=NC1)C1=C(C=C(C=C1)C=1C(=CC=CC1)C(=O)NC(C)(C)C)F (4′-(5-Aminopyrazin-2-yl)-N-tert-butyl-3′-fluorobiphenyl-2-carboxamide). Reaction SMILES: [F:1][C:2]1[CH:7]=[C:6](B2OC(C)(C)C(C)(C)O2)[CH:5]=[CH:4][C:3]=1[C:17]1[N:18]=[CH:19][C:20]([NH2:23])=[N:21][CH:22]=1.Br[C:25]1[CH:37]=[CH:36][CH:35]=[CH:34][C:26]=1[C:27]([NH:29][C:30]([CH3:33])([CH3:32])[CH3:31])=[O:28]>>[NH2:23][C:20]1[N:21]=[CH:22][C:17]([C:3]2[CH:4]=[CH:5][C:6]([C:25]3[C:26]([C:27]([NH:29][C:30]([CH3:33])([CH3:32])[CH3:31])=[O:28])=[CH:34][CH:35]=[CH:36][CH:37]=3)=[CH:7][C:2]=2[F:1])=[N:18][CH:19]=1. Reported procedure: The title compound was prepared using methods analogous to those described in Example 369 using 5-(2-fluoro-4-(4,4,5,5-tetramethyl-1,3,2-dioxaborolan-2-yl)phenyl)-pyrazin-2-amine and 2-bromo-N-(tert-butyl)benzamide. MS (ESI): mass calcd. for C21H21FN4O, 364.17; m/z found, 365.1 [M+H]+. 1H NMR (400 MHz, CDCl3) δ 8.55-8.50 (m, 1H), 8.13 (d, J=1.4, 1H), 8.04-7.95 (m, 1H), 7.64-7.58 (m, 1H), 7.51-7.44 (m, 1H), 7.43-7.37 (m, 2H), 7.36-7.31 (m, 1H), 7.29-7.22 (m, 1H), 5.69 (s, 1H), 5.45 (s, 2H), 2.65-... Starting materials: CC(=O)[O-], CC(=O)O, C=CCOCc1cc(Cl)c(Cc2ccc(CC)cc2)cc1C1OC(COCc2ccccc2)C(OCc2ccccc2)C(OCc2ccccc2)C1OCc1ccccc1, [Na+], O, Cl[Pd]Cl. Product: CCc1ccc(Cc2cc(C3OC(COCc4ccccc4)C(OCc4ccccc4)C(OCc4ccccc4)C3OCc3ccccc3)c(CO)cc2Cl)cc1. As a reaction SMILES: [C:1]([O-:2])(=[O:3])[CH3:4].[C:66]([OH:67])(=[O:68])[CH3:69].[CH2:6]([CH:7]=[CH2:8])[O:9][CH2:10][c:11]1[c:12]([CH:27]2[O:28][CH:29]([CH2:57][O:58][CH2:59][c:60]3[cH:61][cH:62][cH:63][cH:64][cH:65]3)[CH:30]([O:49][CH2:50][c:51]3[cH:52][cH:53][cH:54][cH:55][cH:56]3)[CH:31]([O:41][CH2:42][c:43]3[cH:44][cH:45][cH:46][cH:47][cH:48]3)[CH:32]2[O:33][CH2:34][c:35]2[cH:36][cH:37][cH:38][cH:39][cH:40]2)[cH:13][c:14]([CH2:18][c:19]2[cH:20][cH:21][c:22]([CH2:25][CH3:26])[cH:23][cH:24]2)[c:15]([Cl:17])[cH:16]1.[Na+:5].[OH2:70].[Pd:71]([Cl:72])[Cl:73]>>[OH:9][CH2:10][c:11]1[c:12]([CH:27]2[O:28][CH:29]([CH2:57][O:58][CH2:59][c:60]3[cH:61][cH:62][cH:63][cH:64][cH:65]3)[CH:30]([O:49][CH2:50][c:51]3[cH:52][cH:53][cH:54][cH:55][cH:56]3)[CH:31]([O:41][CH2:42][c:43]3[cH:44][cH:45][cH:46][cH:47][cH:48]3)[CH:32]2[O:33][CH2:34][c:35]2[cH:36][cH:37][cH:38][cH:39][cH:40]2)[cH:13][c:14]([CH2:18][c:19]2[cH:20][cH:21][c:22]([CH2:25][CH3:26])[cH:23][cH:24]2)[c:15]([Cl:17])[cH:16]1. Starting materials: ClC1=C(C(=O)Cl)C=C(C(=C1)F)N1C(N(C(=CC1=O)C(F)(F)F)C)=O (2-chloro-5-(3,6-dihydro-3-methyl-2,6-dioxo-4-(trifluoromethyl)-1(2H)-pyrimidinyl)-4-fluoro-benzoyl chloride), C(C)(C)(C)OC(NN)=O (t-butylcarbazate). Solvent: O1CCCC1 (tetrahydrofuran). Conditions: time 1 hour. Product: CC(C)(OC(=O)NNC(C1=C(C=C(C(=C1)N1C(N(C(=CC1=O)C(F)(F)F)C)=O)F)Cl)=O)C (2-chloro-5-(3,6-dihydro-3-methyl-2,6-dioxo-4-(trifluoromethyl)-1(2H)-pyrimidinyl)-4-fluoro-benzoic Acid, 2-(1,1-dimethylethyloxy)carbonyl Hydrazide). Yield: 76.9%. As a reaction SMILES: [Cl:1][C:2]1[CH:10]=[C:9]([F:11])[C:8]([N:12]2[C:17](=[O:18])[CH:16]=[C:15]([C:19]([F:22])([F:21])[F:20])[N:14]([CH3:23])[C:13]2=[O:24])=[CH:7][C:3]=1[C:4](Cl)=[O:5].[C:25]([O:29][C:30](=[O:33])[NH:31][NH2:32])([CH3:28])([CH3:27])[CH3:26]>O1CCCC1>[CH3:26][C:25]([CH3:28])([O:29][C:30]([NH:31][NH:32][C:4](=[O:5])[C:3]1[CH:7]=[C:8]([N:12]2[C:17](=[O:18])[CH:16]=[C:15]([C:19]([F:20])([F:22])[F:21])[N:14]([CH3:23])[C:13]2=[O:24])[C:9]([F:11])=[CH:10][C:2]=1[Cl:1])=[O:33])[CH3:27]. Procedure: To a solution of 2-chloro-5-(3,6-dihydro-3-methyl-2,6-dioxo-4-(trifluoromethyl)-1(2H)-pyrimidinyl)-4-fluoro-benzoyl chloride (0.5 g) in tetrahydrofuran (20 ml) was added t-butylcarbazate (0.18 g) at ambient temperature. After 1 hour, the resulting mixture was concentrated under reduced pressure and the residue was subjected to column chromatography on silica gel eluted with a mixed solvent of ethyl acetate and hexane (2:3) to give the titled compound (0.48 g).